The task is: describe an organic reaction: reactants, conditions, products, and yield. This data is from the Open Reaction Database (ORD), a public repository of structured organic reaction records. Reactants: FC1=CC=C(C=C1)C(C(C(C(=O)NC1=CC=CC=C1)C(C(C)C)=O)C1=CC=CC=C1)=O (4-fluoro-α-(2-methyl-1-oxopropyl)-γ-oxo-N,β-diphenylbenzenebutanamide), NCC[C@@H]1C[C@@H](OC(O1)(C)C)CC(=O)N(C1=CC=CC=C1)C1=CC=CC=C1 ((4R-cis)-6-(2-aminoethyl)-2,2-dimethyl-N,N-diphenyl-1,3-dioxane-4-acetamide), CCCCCCC (heptane), C(C(C)(C)C)(=O)O (pivalic acid). Run in C1(=CC=CC=C1)C (toluene), C1(=CC=CC=C1)C (toluene), O1CCCC1 (tetrahydrofuran). The product is C1(=CC=CC=C1)N(C(C[C@H]1C[C@H](OC(O1)(C)C)CCN1C(=C(C(=C1C1=CC=C(C=C1)F)C1=CC=CC=C1)C(=O)NC1=CC=CC=C1)C(C)C)=O)C1=CC=CC=C1 ((4R-cis)-1-[2-[6-[2-(diphenylamino)-2-oxoethyl]-2,2-dimethyl-1,3-dioxan-4-yl]ethyl]-5-(4-fluorophenyl)-2-(1-methylethyl)-N,4-diphenyl-1H-pyrrole-3-carboxamide). As a reaction SMILES: [F:1][C:2]1[CH:7]=[CH:6][C:5]([C:8](=O)[CH:9]([C:25]2[CH:30]=[CH:29][CH:28]=[CH:27][CH:26]=2)[CH:10]([C:20](=O)[CH:21]([CH3:23])[CH3:22])[C:11]([NH:13][C:14]2[CH:19]=[CH:18][CH:17]=[CH:16][CH:15]=2)=[O:12])=[CH:4][CH:3]=1.[NH2:32][CH2:33][CH2:34][C@H:35]1[O:40][C:39]([CH3:42])([CH3:41])[O:38][C@@H:37]([CH2:43][C:44]([N:46]([C:53]2[CH:58]=[CH:57][CH:56]=[CH:55][CH:54]=2)[C:47]2[CH:52]=[CH:51][CH:50]=[CH:49][CH:48]=2)=[O:45])[CH2:36]1.CCCCCCC.C(O)(=O)C(C)(C)C>C1(C)C=CC=CC=1.O1CCCC1>[C:53]1([N:46]([C:47]2[CH:52]=[CH:51][CH:50]=[CH:49][CH:48]=2)[C:44](=[O:45])[CH2:43][C@@H:37]2[O:38][C:39]([CH3:42])([CH3:41])[O:40][C@H:35]([CH2:34][CH2:33][N:32]3[C:8]([C:5]4[CH:6]=[CH:7][C:2]([F:1])=[CH:3][CH:4]=4)=[C:9]([C:25]4[CH:30]=[CH:29][CH:28]=[CH:27][CH:26]=4)[C:10]([C:11]([NH:13][C:14]4[CH:19]=[CH:18][CH:17]=[CH:16][CH:15]=4)=[O:12])=[C:20]3[CH:21]([CH3:23])[CH3:22])[CH2:36]2)[CH:58]=[CH:57][CH:56]=[CH:55][CH:54]=1. Reported procedure: A nitrogen purged 500 mL three-neck flask is charged with 4-fluoro-α-(2-methyl-1-oxopropyl)-γ-oxo-N,β-diphenylbenzenebutanamide (Baumann, supra) (13.6 g, 0.032 mol), (4R-cis)-6-(2-aminoethyl)-2,2-dimethyl-N,N-diphenyl-1,3-dioxane-4-acetamide (10.0 g, 0.027 mol), heptane (100 mL), pivalic acid (3 g), tetrahydrofuran (50 mL), and toluene (60 mL). The mixture is heated to reflux for 48 hours, cooled to room temperature, and diluted with toluene (300 mL). The solution is washed with 0.5N aqueous sod... Starting materials: C1CCNC1, CN1CCN(c2cc(N3CCc4ccc(C(=O)O)cc4C3)nc(N)n2)CC1. Yields the product CN1CCN(c2cc(N3CCc4ccc(C(=O)N5CCCC5)cc4C3)nc(N)n2)CC1. Reaction SMILES: [CH2:28]1[CH2:29][CH2:30][NH:31][CH2:32]1.[NH2:1][c:2]1[n:3][c:4]([N:21]2[CH2:22][CH2:23][N:24]([CH3:27])[CH2:25][CH2:26]2)[cH:5][c:6]([N:8]2[CH2:9][c:10]3[cH:11][c:12]([C:18](=[O:19])[OH:20])[cH:13][cH:14][c:15]3[CH2:16][CH2:17]2)[n:7]1>>[NH2:1][c:2]1[n:3][c:4]([N:21]2[CH2:22][CH2:23][N:24]([CH3:27])[CH2:25][CH2:26]2)[cH:5][c:6]([N:8]2[CH2:9][c:10]3[cH:11][c:12]([C:18](=[O:20])[N:31]4[CH2:30][CH2:29][CH2:28][CH2:32]4)[cH:13][cH:14][c:15]3[CH2:16][CH2:17]2)[n:7]1. Reaction SMILES: [C:1]([C:4]1[N:9]=[CH:8][C:7]([NH:10][C@@H:11]2[CH2:16][CH2:15][CH2:14][CH2:13][C@@H:12]2[NH:17]C(=O)OC(C)(C)C)=[CH:6][C:5]=1[NH:25][C:26]1[CH:31]=[C:30]([CH3:32])[CH:29]=[C:28]([CH3:33])[N:27]=1)(=[O:3])[NH2:2].[ClH:34]>O1CCOCC1>[ClH:34].[NH2:17][C@H:12]1[CH2:13][CH2:14][CH2:15][CH2:16][C@H:11]1[NH:10][C:7]1[CH:6]=[C:5]([NH:25][C:26]2[CH:31]=[C:30]([CH3:32])[CH:29]=[C:28]([CH3:33])[N:27]=2)[C:4]([C:1]([NH2:2])=[O:3])=[N:9][CH:8]=1 |f:3.4|. Conditions: time 30 minute. Reactants: Cl (hydrochloric acid), Cl (hydrochloric acid), C(N)(=O)C1=C(C=C(C=N1)N[C@H]1[C@H](CCCC1)NC(OC(C)(C)C)=O)NC1=NC(=CC(=C1)C)C (tert-Butyl [(1S,2R)-2-({6-carbamoyl-5-[(4,6-dimethylpyridin-2-yl)amino]pyridin-3-yl]amino)cyclohexyl}carbamate). Solvent: hexanes, O1CCOCC1 (dioxane), hexanes. The product is Cl.N[C@@H]1[C@@H](CCCC1)NC=1C=C(C(=NC1)C(=O)N)NC1=NC(=CC(=C1)C)C (5-{[(1R,2S)-2-aminocyclohexyl]amino}-3-[(4,6-dimethylpyridin-2-yl)amino]pyridine-2-carboxamide hydrochloric acid salt). Procedure details: tert-Butyl [(1S,2R)-2-({6-carbamoyl-5-[(4,6-dimethylpyridin-2-yl)amino]pyridin-3-yl]amino)cyclohexyl}carbamate (22.5 g, 49.5 mmol) was diluted with dioxane (140 mL). To this solution was added hydrochloric acid (4.0 M in dioxane, 62 mL, 250 mmol). After 30 minutes, the reaction mixture was diluted with hexanes (400 mL) and filtered. The collected solids were dried in a nitrogen bag. The solids were diluted with dioxane (140 mL) followed by hydrochloric acid (4.0 M in dioxane, 62 mL, 250 mmol). A... The reactants are CN(C=O)C (DMF), COC1=C(C(=O)Cl)C=C(C=C1)OC (2,5-dimethoxybenzoyl chloride). Run in O (water). Run at time 12 hour. Product: intended product, OC1=CC(=C(C=C1)C=1C(=C(C(=O)N)C=C(C1)OC)OC)C (4-hydroxy-2-methylphenyl-2,5-dimethoxybenzamide). The yield is 43.0%. As a reaction SMILES: C[N:2](C)[CH:3]=[O:4].[CH3:6][O:7][C:8]1[CH:16]=[CH:15][C:14]([O:17][CH3:18])=[CH:13][C:9]=1[C:10](Cl)=O>O>[OH:7][C:8]1[CH:16]=[CH:15][C:10]([C:9]2[C:8]([O:7][CH3:6])=[C:16]([CH:15]=[C:14]([O:17][CH3:18])[CH:13]=2)[C:3]([NH2:2])=[O:4])=[C:13]([CH3:14])[CH:9]=1. Procedure details: 4-Amino-3-metlhylphenol (304 mg, 2.47 mmols) was put into a 30-ml conical flask, purged with argon, and dissolved in 10 ml of dry dimethylformamide (DMF). Next, a DMF solution (2 ml) of 2,5-dimethoxybenzoyl chloride (708 mg, 3.53 mmols) was added, and stirred at room temperature for 12 hours. The resulting reaction mixture was poured into 75 ml of cold water, suction-filtered, extracted with methylene chloride, and washed with water. The methylene chloride layer was dried with sodium sulfate, an... Conditions: time 2 hour. The product is C(C)OC(CNC1=NC(=NC(=C1)Cl)Cl)=O (N-(2,6-Dichloro-4-pyrimidinyl)glycine ethyl ester). Reaction SMILES: Cl.[CH2:2]([O:4][C:5](=[O:8])[CH2:6][NH2:7])[CH3:3].C(=O)([O-])[O-].[Na+].[Na+].[Cl:15][C:16]1[N:21]=[C:20](Cl)[CH:19]=[C:18]([Cl:23])[N:17]=1>C(O)C>[CH2:2]([O:4][C:5](=[O:8])[CH2:6][NH:7][C:20]1[CH:19]=[C:18]([Cl:23])[N:17]=[C:16]([Cl:15])[N:21]=1)[CH3:3] |f:0.1,2.3.4|. Reported procedure: To a stirred mixture of 27.8 g. (0.2 mole) of glycine ethyl ester hydrochloride and 42.4 g. (0.4 mole) of sodium carbonate in 300 ml. of ethanol was added 36.6 g. (0.2 mole) of 2,4,6-trichloropyrimidine. After stirring at room temperature for 2 hours the mixture was filtered. The filtrate was diluted with 300 ml. of water and the precipitate thus formed was collected, dried, and triturated with 600 ml. of boiling petroleum ether. The insoluble material was filtered off and recrystallized from et... Solvent: C(C)O (ethanol). Starting materials: Cl.C(C)OC(CN)=O (glycine ethyl ester hydrochloride), C([O-])([O-])=O.[Na+].[Na+] (sodium carbonate), ClC1=NC(=CC(=N1)Cl)Cl (2,4,6-trichloropyrimidine).